From a dataset of the Open Reaction Database (ORD), a public repository of structured organic reaction records. describe an organic reaction: reactants, conditions, products, and yield The reactants are OC1C[C@@H](NC1)C(=O)O (4-hydroxy-D-proline), C1(=CC=C(C=C1)S(=O)(=O)Cl)C (4-toluenesulfonyl chloride), C([O-])([O-])=O.[Na+].[Na+] (sodium carbonate). Run in O (water). Reaction conditions: time 24 hour. Yields the product C1(=CC=C(C=C1)S(=O)(=O)N1[C@@H](C(=O)O)CC(C1)O)C (1-(4-Toluenesulfonyl)-4-hydroxy-D-proline). Yield: 85.0%. Reaction SMILES: [OH:1][CH:2]1[CH2:6][NH:5][C@@H:4]([C:7]([OH:9])=[O:8])[CH2:3]1.[C:10]1([CH3:20])[CH:15]=[CH:14][C:13]([S:16](Cl)(=[O:18])=[O:17])=[CH:12][CH:11]=1.C(=O)([O-])[O-].[Na+].[Na+]>O>[C:10]1([CH3:20])[CH:15]=[CH:14][C:13]([S:16]([N:5]2[CH2:6][CH:2]([OH:1])[CH2:3][C@@H:4]2[C:7]([OH:9])=[O:8])(=[O:18])=[O:17])=[CH:12][CH:11]=1 |f:2.3.4|. Reported procedure: To 10 g (76.30 mmol) of 4-hydroxy-D-proline in 75 ml of water was added 17.45 g (91.6 mmol) of 4-toluenesulfonyl chloride and 17 g (160.2 mmol) of sodium carbonate and the mixture was allowed to stir for 24 hours at room temperature. The reaction was then acidified to pH 1 by the careful addition of 10% aqueous HC1 solution and the product was isolated by filtration. After drying at high vacuum, 18.5 g of product was isolated (85% yield). M.P.=145°-146° C.